From a dataset of the Open Reaction Database (ORD), a public repository of structured organic reaction records. describe an organic reaction: reactants, conditions, products, and yield Starting materials: C1CN2CCN1CC2, CCOC(=O)C(C)(C)Oc1ccc(O)cc1, CN(C)C(=S)Cl, CN(C)C=O. The product is CCOC(=O)C(C)(C)Oc1ccc(OC(=S)N(C)C)cc1. Reaction SMILES: [CH2:17]1[N:18]2[CH2:19][CH2:20][N:21]([CH2:22][CH2:23]2)[CH2:24]1.[CH2:1]([CH3:2])[O:3][C:4]([C:5]([CH3:6])([CH3:7])[O:8][c:9]1[cH:10][cH:11][c:12]([OH:15])[cH:13][cH:14]1)=[O:16].[CH3:25][N:26]([C:27](=[S:28])[Cl:29])[CH3:30].[O:31]=[CH:32][N:33]([CH3:34])[CH3:35]>>[CH2:1]([CH3:2])[O:3][C:4]([C:5]([CH3:6])([CH3:7])[O:8][c:9]1[cH:10][cH:11][c:12]([O:15][C:27]([N:26]([CH3:25])[CH3:30])=[S:28])[cH:13][cH:14]1)=[O:16]. The reactants are FC1=C2C=CC(NC2=CC(=C1)F)=O (5,7-Difluoroquinolin-2(1H)-one), CS(=O)(=O)OCCN1CCC(CC1)NC(=O)OC(C)(C)C (2-{4-[(tert-butoxycarbonyl)amino]piperidin-1-yl}ethyl methanesulfonate), CS(=O)(=O)OCCN1CCC(CC1)NC(=O)OC(C)(C)C (2-{4-[(tert-butoxycarbonyl)amino]piperidin-1-yl}ethyl methanesulfonate), FC1=C2C=CC(NC2=CC(=C1)F)=O (5,7-Difluoroquinolin-2(1H)-one), [H-].[Na+] (sodium hydride), FC1=CC=C2C=CC(N(C2=C1F)CCN1CCC(CC1)NC(OC(C)(C)C)=O)=O (tert-butyl {1-[2-(7,8-difluoro-2-oxoquinolin-1(2H)-yl)ethyl]piperidin-4-yl}carbamate). The product is FC1=C2C=CC(N(C2=CC(=C1)F)CCN1CCC(CC1)NC(OC(C)(C)C)=O)=O (tert-Butyl {1-[2-(5,7-difluoro-2-oxoquinolin-1(2H)-yl)ethyl]piperidin-4-yl}carbamate). As a reaction SMILES: [F:1][C:2]1[CH:11]=[C:10]([F:12])[CH:9]=[C:8]2[C:3]=1[CH:4]=[CH:5][C:6](=[O:13])[NH:7]2.[H-].[Na+].CS(O[CH2:21][CH2:22][N:23]1[CH2:28][CH2:27][CH:26]([NH:29][C:30]([O:32][C:33]([CH3:36])([CH3:35])[CH3:34])=[O:31])[CH2:25][CH2:24]1)(=O)=O.FC1C(F)=C2C(C=CC(=O)N2CCN2CCC(NC(=O)OC(C)(C)C)CC2)=CC=1>>[F:1][C:2]1[CH:11]=[C:10]([F:12])[CH:9]=[C:8]2[C:3]=1[CH:4]=[CH:5][C:6](=[O:13])[N:7]2[CH2:21][CH2:22][N:23]1[CH2:28][CH2:27][CH:26]([NH:29][C:30](=[O:31])[O:32][C:33]([CH3:36])([CH3:35])[CH3:34])[CH2:25][CH2:24]1 |f:1.2|. Procedure: 5,7-Difluoroquinolin-2(1H)-one (Intermediate 25) (500 mg, 2.8 mmol) was deprotonated with sodium hydride (121 mg, 60% in oil, 3.04 mmol) and alkylated with 2-{4-[(tert-butoxycarbonyl)amino]piperidin-1-yl}ethyl methanesulfonate (Intermediate 6) (3.3 mmol) as described for Intermediate 20. Colorless solid, 637 mg (57%). Reactants: C(C)NCCC1=CNC2=CC=CC=C12 (N-ethyl-tryptamine), O=C(C(=O)O)CCCC(=O)O (α-keto-adipic acid). The solvent is C1=CC=CC=C1 (benzene), O1CCOCC1 (dioxane). The product is C(=O)(O)C1(N(CCC=2C3=CC=CC=C3NC12)CC)CCCC(=O)O (1,2,3,4-tetrahydro-1-carboxy-1-(3-carboxypropyl)-2-ethyl-β-carboline). The yield is 40.0%. As a reaction SMILES: [CH2:1]([NH:3][CH2:4][CH2:5][C:6]1[C:14]2[C:9](=[CH:10][CH:11]=[CH:12][CH:13]=2)[NH:8][CH:7]=1)[CH3:2].O=[C:16]([CH2:20][CH2:21][CH2:22][C:23]([OH:25])=[O:24])[C:17]([OH:19])=[O:18]>C1C=CC=CC=1.O1CCOCC1>[C:17]([C:16]1([CH2:20][CH2:21][CH2:22][C:23]([OH:25])=[O:24])[C:7]2[NH:8][C:9]3[C:14](=[CH:13][CH:12]=[CH:11][CH:10]=3)[C:6]=2[CH2:5][CH2:4][N:3]1[CH2:1][CH3:2])([OH:19])=[O:18]. Procedure: 5 g of N-ethyl-tryptamine (i.e., 3-(2-ethylaminoethyl)-indole) were dissolved in 100 ml of absolute benzene, and a solution of 4.70 g of α-keto-adipic acid in 50 ml of absolute dioxane was added thereto at room temperature. The mixture was refluxed for 20 hours. After the reaction was completed, the mixture was evaporated to remove solvent. The residue thus obtained was recrystallized from ethanol, whereby 3.51 g of 1,2,3,4-tetrahydro-1-carboxy-1-(3-carboxypropyl)-2-ethyl-β-carboline were obtain... Starting materials: C(C1=CC=CC=C1)NC(=O)C1=C(N=C(S1)NC(C1=CC(=NC=C1)OC)=O)C (N-benzyl-2-(2-methoxyisonicotinamido)-4-methylthiazole-5-carboxamide), I[Si](C)(C)C (iodotrimethylsilane), CO (Methanol). Solvent: C(Cl)(Cl)Cl (chloroform). Yields the product C(C1=CC=CC=C1)NC(=O)C1=C(N=C(S1)NC(=O)C1=CC(NC=C1)=O)C (N-Benzyl-4-methyl-2-(2-oxo-1,2-dihydropyridine-4-carboxamido)thiazole-5-carboxamide). The yield is 55.0%. Reaction SMILES: [CH2:1]([NH:8][C:9]([C:11]1[S:15][C:14]([NH:16][C:17](=[O:26])[C:18]2[CH:23]=[CH:22][N:21]=[C:20]([O:24]C)[CH:19]=2)=[N:13][C:12]=1[CH3:27])=[O:10])[C:2]1[CH:7]=[CH:6][CH:5]=[CH:4][CH:3]=1.I[Si](C)(C)C.CO>C(Cl)(Cl)Cl>[CH2:1]([NH:8][C:9]([C:11]1[S:15][C:14]([NH:16][C:17]([C:18]2[CH:23]=[CH:22][NH:21][C:20](=[O:24])[CH:19]=2)=[O:26])=[N:13][C:12]=1[CH3:27])=[O:10])[C:2]1[CH:7]=[CH:6][CH:5]=[CH:4][CH:3]=1. Procedure details: To a solution of N-benzyl-2-(2-methoxyisonicotinamido)-4-methylthiazole-5-carboxamide (0.26 g, 0.68 mmol) in anhydrous chloroform (15 mL) was added iodotrimethylsilane (1.37 g, 6.80 mmol) at 0° C. The mixture was refluxed for 16 hours and cooled down to ambient temperature. Methanol (3 mL) was added dropwise to quench the reaction. The solvent was removed in vacuo. The residue was dissolved in ethyl acetate (100 mL) and washed with saturated sodium bicarbonate solution (2×100 mL), and brine (150...